This data is from the Open Reaction Database (ORD), a public repository of structured organic reaction records. The task is: describe an organic reaction: reactants, conditions, products, and yield Reactants: CC(=O)N(C)C1CCN(c2ccc(N)cn2)C1, O=C(O)c1nc(-c2ccccc2)oc1C(F)(F)F. The product is CC(=O)N(C)C1CCN(c2ccc(NC(=O)c3nc(-c4ccccc4)oc3C(F)(F)F)cn2)C1. RXN SMILES: [NH2:19][c:20]1[cH:21][cH:22][c:23]([N:26]2[CH2:27][CH:28]([N:31]([C:32]([CH3:33])=[O:34])[CH3:35])[CH2:29][CH2:30]2)[n:24][cH:25]1.[c:1]1(-[c:7]2[o:8][c:9]([C:15]([F:16])([F:17])[F:18])[c:10]([C:12](=[O:13])[OH:14])[n:11]2)[cH:2][cH:3][cH:4][cH:5][cH:6]1>>[c:1]1(-[c:7]2[o:8][c:9]([C:15]([F:16])([F:17])[F:18])[c:10]([C:12](=[O:14])[NH:19][c:20]3[cH:21][cH:22][c:23]([N:26]4[CH2:27][CH:28]([N:31]([C:32]([CH3:33])=[O:34])[CH3:35])[CH2:29][CH2:30]4)[n:24][cH:25]3)[n:11]2)[cH:2][cH:3][cH:4][cH:5][cH:6]1. Starting materials: N#N (N2), [Si](C)(C)(C(C)(C)C)OC1(CN(C1)C1=C(C=C(C=C1)N1C(O[C@H](C1)CN=[N+]=[N-])=O)F)C ((R)-[[3-[4-[3-[(tert-butyldimethylsilyl)oxy]-3-methyl-1-azetidinyl]-3-fluorophenyl]-2-oxo-5-oxazolidinyl]methyl]azide), N1=CC=CC=C1 (pyridine), C(C)(=O)OC(C)=O (acetic anhydride). The reagents and catalysts are [Pd] (palladium/carbon). Run in CO.C(Cl)(Cl)Cl (methanol chloroform), C(C)(=O)OCC (ethyl acetate). Conditions: time 3 hour. Yields the product [Si](C)(C)(C(C)(C)C)OC1(CN(C1)C1=C(C=C(C=C1)N1C(O[C@H](C1)CNC(C)=O)=O)F)C ((S)-N-[[3-[4-[3-[(tert-butyldimethylsilyl)oxy]-3-methyl-1-azetidinyl]-3-fluorophenyl]-2-oxo-5-oxazolidinyl]methyl]acetamide). Yield: 82.8%. RXN SMILES: [Si:1]([O:8][C:9]1([CH3:30])[CH2:12][N:11]([C:13]2[CH:18]=[CH:17][C:16]([N:19]3[CH2:23][C@H:22]([CH2:24][N:25]=[N+]=[N-])[O:21][C:20]3=[O:28])=[CH:15][C:14]=2[F:29])[CH2:10]1)([C:4]([CH3:7])([CH3:6])[CH3:5])([CH3:3])[CH3:2].N#N.N1C=CC=CC=1.[C:39](OC(=O)C)(=[O:41])[CH3:40]>C(OCC)(=O)C.[Pd].CO.C(Cl)(Cl)Cl>[Si:1]([O:8][C:9]1([CH3:30])[CH2:12][N:11]([C:13]2[CH:18]=[CH:17][C:16]([N:19]3[CH2:23][C@H:22]([CH2:24][NH:25][C:39](=[O:41])[CH3:40])[O:21][C:20]3=[O:28])=[CH:15][C:14]=2[F:29])[CH2:10]1)([C:4]([CH3:7])([CH3:6])[CH3:5])([CH3:3])[CH3:2] |f:6.7|. Procedure details: A solution of (R)-[[3-[4-[3-[(tert-butyldimethylsilyl)oxy]-3-methyl-1-azetidinyl]-3-fluorophenyl]-2-oxo-5-oxazolidinyl]methyl]azide (0.750 g, 1.72 mmol) in ethyl acetate (20 mL) was degassed by repeated evacuation and filling with N2. The solution was then treated with 10% palladium/carbon (0.075 g) under a N2 stream. The atmosphere was replaced with H2 (balloon) by repeated evacuation and filling and the reaction mixture stirred at ambient temperature. TLC analysis (5% methanol/chloroform) afte... Starting materials: OC=1C(NN=C(C1)CCC1=CC=CC=C1)=O (4-hydroxy-6-(2-phenylethyl)pyridazin-3(2H)-one), C(C1=CC=CC=C1)OC=1N=NC(=CC1OCC1=CC=CC=C1)CC1=CC(=CC(=C1)C(F)(F)F)C(F)(F)F (3,4-bis(benzyloxy)-6-{[3,5-bis(trifluoromethyl)phenyl]-methyl}pyridazine), C(C1=CC=CC=C1)OC=1N=NC(=CC1OCC1=CC=CC=C1)CC1=CC(=CC(=C1)C(F)(F)F)C(F)(F)F (3,4-bis(benzyloxy)-6-{[3,5-bis(trifluoromethyl)phenyl]-methyl}pyridazine), O1CCCC1 (tetrahydrofuran). The solvent is C(C)(=O)OCC (ethyl acetate). The product is heptanes, FC(C=1C=C(C=C(C1)C(F)(F)F)CC=1C=C(C(NN1)=O)O)(F)F (6-{[3,5-bis(Trifluoromethyl)phenyl]methyl}-4-hydroxypyridazin-3(2H)-one). Yield: 27.0%. Reaction SMILES: OC1C(=O)NN=C(CCC2C=CC=CC=2)C=1.C([O:24][C:25]1[N:26]=[N:27][C:28]([CH2:39][C:40]2[CH:45]=[C:44]([C:46]([F:49])([F:48])[F:47])[CH:43]=[C:42]([C:50]([F:53])([F:52])[F:51])[CH:41]=2)=[CH:29][C:30]=1[O:31]CC1C=CC=CC=1)C1C=CC=CC=1.O1CCCC1>C(OCC)(=O)C>[F:49][C:46]([F:47])([F:48])[C:44]1[CH:45]=[C:40]([CH2:39][C:28]2[CH:29]=[C:30]([OH:31])[C:25](=[O:24])[NH:26][N:27]=2)[CH:41]=[C:42]([C:50]([F:51])([F:53])[F:52])[CH:43]=1. Reported procedure: Prepared by the same method as for 4-hydroxy-6-(2-phenylethyl)pyridazin-3(2H)-one (Example 1) from 3,4-bis(benzyloxy)-6-{[3,5-bis(trifluoromethyl)phenyl]-methyl}pyridazine (Intermediate 58a) except that the solvent used for the hydrogenation was tetrahydrofuran and the final compound was recrystallised from a mixture of ethyl acetate and heptanes (27% yield). The reactants are CC(C)c1ccc(NC(=O)OCc2ccccc2)c(=O)n1CC(=O)OC(C)(C)C, CO, [Pd]. Product: CC(C)c1ccc(N)c(=O)n1CC(=O)OC(C)(C)C. Reaction SMILES: [CH2:1]([O:2][C:3](=[O:4])[NH:11][c:12]1[c:13](=[O:29])[n:14]([CH2:21][C:22](=[O:23])[O:24][C:25]([CH3:26])([CH3:27])[CH3:28])[c:15]([CH:18]([CH3:19])[CH3:20])[cH:16][cH:17]1)[c:5]1[cH:6][cH:7][cH:8][cH:9][cH:10]1.[CH3:30][OH:31].[Pd:32]>>[NH2:11][c:12]1[c:13](=[O:29])[n:14]([CH2:21][C:22](=[O:23])[O:24][C:25]([CH3:26])([CH3:27])[CH3:28])[c:15]([CH:18]([CH3:19])[CH3:20])[cH:16][cH:17]1. Starting materials: COc1cc(C=O)cc(OC)c1OC, CO, Nc1ccc(N2CCCC2)cc1NC(=O)c1ccccc1. Yields the product COc1cc(C=Nc2ccc(N3CCCC3)cc2NC(=O)c2ccccc2)cc(OC)c1OC. RXN SMILES: [CH3:22][O:23][c:24]1[cH:25][c:26]([CH:27]=[O:28])[cH:29][c:30]([O:34][CH3:35])[c:31]1[O:32][CH3:33].[CH3:36][OH:37].[NH2:1][c:2]1[c:3]([NH:13][C:14]([c:15]2[cH:16][cH:17][cH:18][cH:19][cH:20]2)=[O:21])[cH:4][c:5]([N:8]2[CH2:9][CH2:10][CH2:11][CH2:12]2)[cH:6][cH:7]1>>[N:1]([c:2]1[c:3]([NH:13][C:14]([c:15]2[cH:16][cH:17][cH:18][cH:19][cH:20]2)=[O:21])[cH:4][c:5]([N:8]2[CH2:9][CH2:10][CH2:11][CH2:12]2)[cH:6][cH:7]1)=[CH:27][c:26]1[cH:25][c:24]([O:23][CH3:22])[c:31]([O:32][CH3:33])[c:30]([O:34][CH3:35])[cH:29]1. Reactants: ClC=1C=CC(=C(C1)C1=CC(N(C=C1C(F)(F)F)C(C(=O)O)C)=O)C#N (2-[4-(5-chloro-2-cyanophenyl)-2-oxo-5-(trifluoromethyl)pyridin-1(2H)-yl]propanoic acid), NC1=CC=C(C(=O)OC(C)(C)C)C=C1 (tert-butyl 4-aminobenzoate). Product: ClC=1C=CC(=C(C1)C1=CC(N(C=C1C(F)(F)F)C(C(=O)NC1=CC=C(C(=O)OC(C)(C)C)C=C1)C)=O)C#N (tert-Butyl 4-({2-[4-(5-chloro-2-cyanophenyl)-2-oxo-5-(trifluoromethyl)pyridin-1(2H)-yl]propanoyl}amino)benzoate). Reaction SMILES: [Cl:1][C:2]1[CH:3]=[CH:4][C:5]([C:24]#[N:25])=[C:6]([C:8]2[C:13]([C:14]([F:17])([F:16])[F:15])=[CH:12][N:11]([CH:18]([CH3:22])[C:19](O)=[O:20])[C:10](=[O:23])[CH:9]=2)[CH:7]=1.[NH2:26][C:27]1[CH:39]=[CH:38][C:30]([C:31]([O:33][C:34]([CH3:37])([CH3:36])[CH3:35])=[O:32])=[CH:29][CH:28]=1>>[Cl:1][C:2]1[CH:3]=[CH:4][C:5]([C:24]#[N:25])=[C:6]([C:8]2[C:13]([C:14]([F:15])([F:17])[F:16])=[CH:12][N:11]([CH:18]([CH3:22])[C:19]([NH:26][C:27]3[CH:39]=[CH:38][C:30]([C:31]([O:33][C:34]([CH3:35])([CH3:36])[CH3:37])=[O:32])=[CH:29][CH:28]=3)=[O:20])[C:10](=[O:23])[CH:9]=2)[CH:7]=1. Procedure: 515 mg (purity 51%, 0.71 mmol) of 2-[4-(5-chloro-2-cyanophenyl)-2-oxo-5-(trifluoromethyl)pyridin-1(2H)-yl]propanoic acid (racemate) and 1.2 eq. of tert-butyl 4-aminobenzoate were reacted according to General Method 5A. Yield: 251 mg (purity 79%, 51% of theory) The reactants are [BH4-], CCOC(=O)CC(O)c1ccn(C2=CC(C)(C)Oc3ccc(C#N)cc32)c(=O)c1, Cl, [Na+], C1COCCO1. The product is CC1(C)C=C(n2ccc(C(O)CCO)cc2=O)c2cc(C#N)ccc2O1. RXN SMILES: [BH4-:30].[C:1](#[N:2])[c:3]1[cH:4][c:5]2[c:6]([cH:28][cH:29]1)[O:7][C:8]([CH3:26])([CH3:27])[CH:9]=[C:10]2[n:11]1[c:12](=[O:25])[cH:13][c:14]([CH:17]([CH2:18][C:19](=[O:20])[O:21][CH2:22][CH3:23])[OH:24])[cH:15][cH:16]1.[ClH:32].[Na+:31].[O:33]1[CH2:34][CH2:35][O:36][CH2:37][CH2:38]1>>[C:1](#[N:2])[c:3]1[cH:4][c:5]2[c:6]([cH:28][cH:29]1)[O:7][C:8]([CH3:26])([CH3:27])[CH:9]=[C:10]2[n:11]1[c:12](=[O:25])[cH:13][c:14]([CH:17]([CH2:18][CH2:19][OH:20])[OH:24])[cH:15][cH:16]1.